The task is: describe an organic reaction: reactants, conditions, products, and yield. This data is from the Open Reaction Database (ORD), a public repository of structured organic reaction records. Starting materials: O=C([O-])[O-], CCOC(C)=O, CC(C)n1c(=O)[nH]c2ccccc21, CC(C)CCn1c(CCl)nc2cc(C#N)ccc21, [Cs+], [Cs+], CN(C)C=O. Yields the product CC(C)CCn1c(Cn2c(=O)n(C(C)C)c3ccccc32)nc2cc(C#N)ccc21. RXN SMILES: [C:14](=[O:15])([O-:16])[O-:17].[CH3:43][CH2:44][O:45][C:46]([CH3:47])=[O:48].[CH:1]([CH3:2])([CH3:3])[n:4]1[c:5](=[O:13])[nH:6][c:7]2[c:8]1[cH:9][cH:10][cH:11][cH:12]2.[Cl:20][CH2:21][c:22]1[n:23][c:24]2[c:25]([n:26]1[CH2:27][CH2:28][CH:29]([CH3:30])[CH3:31])[cH:32][cH:33][c:34]([C:36]#[N:37])[cH:35]2.[Cs+:18].[Cs+:19].[O:38]=[CH:39][N:40]([CH3:41])[CH3:42]>>[CH:1]([CH3:2])([CH3:3])[n:4]1[c:5](=[O:13])[n:6]([CH2:21][c:22]2[n:23][c:24]3[c:25]([n:26]2[CH2:27][CH2:28][CH:29]([CH3:30])[CH3:31])[cH:32][cH:33][c:34]([C:36]#[N:37])[cH:35]3)[c:7]2[c:8]1[cH:9][cH:10][cH:11][cH:12]2. Reactants: BrCc1ccccc1, CCCC[N+](CCCC)(CCCC)CCCC, CC1(C)OCC(CO)CO1, CCOC(C)=O, [H-], [I-], [Na+], C1CCOC1. The product is CC1(C)OCC(COCc2ccccc2)CO1. Reaction SMILES: [Br:13][CH2:14][c:15]1[cH:16][cH:17][cH:18][cH:19][cH:20]1.[CH2:27]([N+:28]([CH2:29][CH2:30][CH2:31][CH3:32])([CH2:33][CH2:34][CH2:35][CH3:36])[CH2:37][CH2:38][CH2:39][CH3:40])[CH2:41][CH2:42][CH3:43].[CH3:3][C:4]1([CH3:12])[O:5][CH2:6][CH:7]([CH2:10][OH:11])[CH2:8][O:9]1.[CH3:44][CH2:45][O:46][C:47](=[O:48])[CH3:49].[H-:1].[I-:26].[Na+:2].[O:21]1[CH2:22][CH2:23][CH2:24][CH2:25]1>>[CH3:3][C:4]1([CH3:12])[O:5][CH2:6][CH:7]([CH2:10][O:11][CH2:14][c:15]2[cH:16][cH:17][cH:18][cH:19][cH:20]2)[CH2:8][O:9]1. RXN SMILES: [C:1](=[O:2])([CH3:3])[NH:4][c:5]1[c:6]([N+:19](=[O:20])[O-:21])[cH:7][c:8]2[c:12]([cH:13]1)[NH:11][C:10](=[O:14])[CH:9]2[CH2:15][CH:16]([CH3:17])[CH3:18].[CH3:22][CH2:23][OH:24]>>[NH2:4][c:5]1[c:6]([N+:19](=[O:20])[O-:21])[cH:7][c:8]2[c:12]([cH:13]1)[NH:11][C:10](=[O:14])[CH:9]2[CH2:15][CH:16]([CH3:17])[CH3:18]. Reactants: CC(=O)Nc1cc2c(cc1[N+](=O)[O-])C(CC(C)C)C(=O)N2, CCO. Product: CC(C)CC1C(=O)Nc2cc(N)c([N+](=O)[O-])cc21. The reactants are [H-].[Na+] (Sodium hydride), C(C)OC(CF)=O (Ethylfluoroacetate), C(C(=O)OCC)(=O)OCC (diethyl oxalate), ClC=1C=C(C=CC1Cl)[C@H]1[C@@H](C1)C=O ((±)-trans-2-(3,4-dichlorophenyl)cyclopropylmethanal). Run in C1CCOC1 (THF), O (water). Conditions: time 4 hour. Yields the product C(C)OC(/C(=C(\CC)/[C@H]1[C@@H](C1)C1=CC(=C(C=C1)Cl)Cl)/F)=O ((±)-Ethyl-(2Z)-3-[trans-2-(3,4-dichlorophenyl)cyclopropyl]-2-fluoropent-2-enoate). As a reaction SMILES: [H-].[Na+].[CH2:3]([O:5][C:6](=[O:9])[CH2:7][F:8])[CH3:4].[C:10](OCC)(=O)[C:11](OCC)=O.[Cl:20][C:21]1[CH:22]=[C:23]([C@@H:28]2[CH2:30][C@H:29]2[CH:31]=O)[CH:24]=[CH:25][C:26]=1[Cl:27]>O.C1COCC1>[CH2:3]([O:5][C:6](=[O:9])/[C:7](/[F:8])=[C:31](/[C@@H:29]1[CH2:30][C@H:28]1[C:23]1[CH:24]=[CH:25][C:26]([Cl:27])=[C:21]([Cl:20])[CH:22]=1)\[CH2:10][CH3:11])[CH3:4] |f:0.1|. Procedure details: Sodium hydride (0.74 g of a 60% dispersion in mineral oil) (ex BDH)in THF (30 ml) was treated with Ethylfluoroacetate (2.7 ml) (ex Lancaster) and diethyl oxalate (ex BDH) (3.8 ml). After 4 hours at 80° C., (±)-trans-2-(3,4-dichlorophenyl)cyclopropylmethanal (6 g) (example 2(i) and example 1(ii) to (iv)) was added. After 18 hours at 25°, water was added and the mixture worked up in the usual manner. Purification by chromotography (silica, hexane/ether) gave (±)-Ethyl-(2Z)-3-[trans-2-(3,4-dichloro...